Task: describe an organic reaction: reactants, conditions, products, and yield. Dataset: the Open Reaction Database (ORD), a public repository of structured organic reaction records Reactants: C(C1=CC=CC=C1)N (benzylamine), C(C)O (ethanol), O[C@H](C(=O)O)CC(=O)O ((S)-Hydroxysuccinic acid). The solvent is CO (methanol). Yields the product O[C@H](C(=O)[O-])CC(=O)[O-].C(C1=CC=CC=C1)[NH3+].C(C1=CC=CC=C1)[NH3+] (benzylammonium (S)-hydroxysuccinate). As a reaction SMILES: [OH:1][C@@H:2]([CH2:6][C:7]([OH:9])=[O:8])[C:3]([OH:5])=[O:4].[CH2:10]([NH2:17])[C:11]1[CH:16]=[CH:15][CH:14]=[CH:13][CH:12]=1.C(O)C>CO>[OH:1][C@@H:2]([CH2:6][C:7]([O-:9])=[O:8])[C:3]([O-:5])=[O:4].[CH2:10]([NH3+:17])[C:11]1[CH:16]=[CH:15][CH:14]=[CH:13][CH:12]=1.[CH2:10]([NH3+:17])[C:11]1[CH:16]=[CH:15][CH:14]=[CH:13][CH:12]=1 |f:4.5.6|. Procedure details: (S)-Hydroxysuccinic acid (3.0 g; 22 mmol) was dissolved in methanol (10 cm3) and added to a mixture of benzylamine (2.2 g; 22 mmol) and ethanol (5 cm3). The resulting white solid was collected by filtration, recrystallized from water and dried in vacuo. Found: C, 54.6%; H, 6.3%; N, 5.8%. Calculated for C11H15NO4 : C, 64.76%; H, 6.28%; N, 5.81%. M.pt. 149°-150° C. The yield is 96.6%. Run in CO (methanol). The reagents and catalysts are [Pd] (Pd/C). RXN SMILES: C(OC([NH:11][C@H:12]1[CH2:17][CH2:16][N:15]([C:18]2[O:19][C:20]([CH3:30])=[C:21]([C:23]([O:25][CH2:26][CH2:27][CH2:28][CH3:29])=[O:24])[N:22]=2)[CH2:14][C@H:13]1[O:31][CH2:32][CH3:33])=O)C1C=CC=CC=1>[Pd].CO>[NH2:11][C@H:12]1[CH2:17][CH2:16][N:15]([C:18]2[O:19][C:20]([CH3:30])=[C:21]([C:23]([O:25][CH2:26][CH2:27][CH2:28][CH3:29])=[O:24])[N:22]=2)[CH2:14][C@H:13]1[O:31][CH2:32][CH3:33]. Starting materials: C(C1=CC=CC=C1)OC(=O)N[C@@H]1[C@@H](CN(CC1)C=1OC(=C(N1)C(=O)OCCCC)C)OCC (butyl cis(±)-2-(4-{[(benzyloxy)carbonyl]amino}-3-ethoxypiperidin-1-yl)-5-methyl-1,3-oxazole-4-carboxylate). Procedure: The same operation as in Example (95b) was performed using butyl cis(±)-2-(4-{[(benzyloxy)carbonyl]amino}-3-ethoxypiperidin-1-yl)-5-methyl-1,3-oxazole-4-carboxylate obtained in Example (112g) (1.05 g, 2.1 mmol), 10% Pd/C (0.25 g) and methanol (15 mL), to obtain 0.66 g of the title compound as a light brown oily substance (88%). Product: N[C@@H]1[C@@H](CN(CC1)C=1OC(=C(N1)C(=O)OCCCC)C)OCC (Butyl cis(±)-2-(4-amino-3-ethoxypiperidin-1-yl)-5-methyl-1,3-oxazole-4-carboxylate). Product: CC(C)(C)n1nc(CNCCN2CCN(C(c3ccccc3)c3ccc(Cl)cc3)CC2)cc1-c1ccc(Cl)cc1. The reactants are NCCN1CCN(C(c2ccccc2)c2ccc(Cl)cc2)CC1, CC(C)(C)n1nc(C=O)cc1-c1ccc(Cl)cc1. Reaction SMILES: [Cl:1][c:2]1[cH:3][cH:4][c:5]([CH:6]([c:7]2[cH:8][cH:9][cH:10][cH:11][cH:12]2)[N:13]2[CH2:14][CH2:15][N:16]([CH2:19][CH2:20][NH2:21])[CH2:17][CH2:18]2)[cH:22][cH:23]1.[Cl:24][c:25]1[cH:26][cH:27][c:28](-[c:31]2[cH:32][c:33]([CH:40]=[O:41])[n:34][n:35]2[C:36]([CH3:37])([CH3:38])[CH3:39])[cH:29][cH:30]1>>[Cl:1][c:2]1[cH:3][cH:4][c:5]([CH:6]([c:7]2[cH:8][cH:9][cH:10][cH:11][cH:12]2)[N:13]2[CH2:14][CH2:15][N:16]([CH2:19][CH2:20][NH:21][CH2:40][c:33]3[cH:32][c:31](-[c:28]4[cH:27][cH:26][c:25]([Cl:24])[cH:30][cH:29]4)[n:35]([C:36]([CH3:37])([CH3:38])[CH3:39])[n:34]3)[CH2:17][CH2:18]2)[cH:22][cH:23]1. As a reaction SMILES: CN[C:3]([NH:5][N:6]=O)=N.[Cl:8][C:9]1[CH:10]=[C:11](/[CH:15]=[CH:16]/[C:17]([O:19]C)=[O:18])[CH:12]=[CH:13][CH:14]=1.[C:21](=O)([O-])[O-].[Cs+].[Cs+].IC.C([O-])(=O)C.C([O-])(=O)C.C([O-])(=O)C.C([O-])(=O)C.[Pb+4].Cl>[OH-].[K+].C(OCC)C.CN(C=O)C.CCOC(C)=O.C(Cl)Cl.C1COCC1.CO>[Cl:8][C:9]1[CH:10]=[C:11]([C:15]2[C:16]([C:17]([OH:19])=[O:18])=[N:6][N:5]([CH3:3])[CH:21]=2)[CH:12]=[CH:13][CH:14]=1 |f:2.3.4,6.7.8.9.10,12.13|. Procedure: To a vigorously stirred solution diethyl ether (215 mL) in 40% KOH (160 mL) in a plastic bottle at 0° C. was added 1-methyl-3-nitrosoguanidine (15.5 g, 105 mmol) over a period of 5 minutes and stirred for 0.5 h at 0° C. The mixture was then transferred to a plastic separatory funnel from which the aqueous phase was separated from the organic phase. The organic phase was then added very slowly over a period of 0.5 h to a plastic bottle containing a solution of 7-7 (6.4 g, 32.5 mmol) in diethyl et... Yields the product ClC=1C=C(C=CC1)C=1C(=NN(C1)C)C(=O)O (4-(3-chlorophenyl)-1-methyl-1H-pyrazole-3-carboxylic acid). Starting materials: solid, solution, solid, C([O-])([O-])=O.[Cs+].[Cs+] (cesium carbonate), IC (iodomethane), Cl (HCl), ClC=1C=C(C=CC1)/C=C/C(=O)OC (Methyl (2E)-3-(3-chlorophenyl)acrylate), oil, C(C)(=O)[O-].C(C)(=O)[O-].C(C)(=O)[O-].C(C)(=O)[O-].[Pb+4] (lead tetraacetate), CNC(=N)NN=O (1-methyl-3-nitrosoguanidine). The solvent is CCOC(=O)C (EtOAc), C1CCOC1 (THF), CO (MeOH), [OH-].[K+] (KOH), CN(C)C=O (DMF), C(C)OCC (diethyl ether), C(Cl)Cl (DCM), [OH-].[K+] (KOH), C(C)OCC (diethyl ether). Conditions: temperature 0 celsius, time 0.5 hour. Starting materials: CSc1ccc(N)nc1, C[Al](C)C, Cc1ccccc1, CCCCCC, CCOCC(Oc1ncnc2c1cnn2-c1ncccc1Cl)C(=O)OC. Yields the product CCOCC(Oc1ncnc2c1cnn2-c1ncccc1Cl)C(=O)Nc1ccc(SC)cn1. As a reaction SMILES: [CH3:11][S:12][c:13]1[cH:14][cH:15][c:16]([NH2:19])[n:17][cH:18]1.[CH3:1][Al:2]([CH3:3])[CH3:4].[CH3:46][c:47]1[cH:48][cH:49][cH:50][cH:51][cH:52]1.[CH3:5][CH2:6][CH2:7][CH2:8][CH2:9][CH3:10].[Cl:20][c:21]1[c:22](-[n:27]2[n:28][cH:29][c:30]3[c:31]2[n:32][cH:33][n:34][c:35]3[O:36][CH:37]([C:38](=[O:39])[O:40][CH3:41])[CH2:42][O:43][CH2:44][CH3:45])[n:23][cH:24][cH:25][cH:26]1>>[CH3:11][S:12][c:13]1[cH:14][cH:15][c:16]([NH:19][C:38]([CH:37]([O:36][c:35]2[c:30]3[cH:29][n:28][n:27](-[c:22]4[c:21]([Cl:20])[cH:26][cH:25][cH:24][n:23]4)[c:31]3[n:32][cH:33][n:34]2)[CH2:42][O:43][CH2:44][CH3:45])=[O:39])[n:17][cH:18]1. Reactants: N#CCCCCCBr, CC(=O)C(C)C, Fc1ccc(-n2c3c(c4cc(F)ccc42)CNCC3)cc1, [I-], [K+], [Na+], [Na+], O=C([O-])[O-], O. Yields the product N#CCCCCCN1CCc2c(c3cc(F)ccc3n2-c2ccc(F)cc2)C1. As a reaction SMILES: [Br:22][CH2:23][CH2:24][CH2:25][CH2:26][CH2:27][C:28]#[N:29].[CH3:38][CH:39]([CH3:40])[C:41](=[O:42])[CH3:43].[F:1][c:2]1[cH:3][c:4]2[c:5]3[c:6]([n:7](-[c:11]4[cH:12][cH:13][c:14]([F:17])[cH:15][cH:16]4)[c:8]2[cH:9][cH:10]1)[CH2:18][CH2:19][NH:20][CH2:21]3.[I-:37].[K+:36].[Na+:30].[Na+:31].[O-:32][C:33](=[O:34])[O-:35].[OH2:44]>>[F:1][c:2]1[cH:3][c:4]2[c:5]3[c:6]([n:7](-[c:11]4[cH:12][cH:13][c:14]([F:17])[cH:15][cH:16]4)[c:8]2[cH:9][cH:10]1)[CH2:18][CH2:19][N:20]([CH2:23][CH2:24][CH2:25][CH2:26][CH2:27][C:28]#[N:29])[CH2:21]3.